Dataset: the Open Reaction Database (ORD), a public repository of structured organic reaction records. Task: describe an organic reaction: reactants, conditions, products, and yield Reactants: C(CCCCCCCCCCCCC)(=O)N[C@H]1[C@@H](OC(CC(=O)OCC2=CC=CC=C2)CC(=O)OCC2=CC=CC=C2)O[C@@H]([C@H]([C@@H]1O)O)CO (2-benzyloxycarbonyl-1-(benzyloxycarbonylmethyl)ethyl 2-deoxy-2-tetradecanoylamino-α-D-glucopyranoside), C(C1=CC=CC=C1)(=O)NCCCCCCCC(=O)O (8-benzoylaminooctanoic acid). Yields the product C(C1=CC=CC=C1)(=O)NCCCCCCCC(=O)O[C@@H]1[C@H]([C@@H](OC(CC(=O)OCC2=CC=CC=C2)CC(=O)OCC2=CC=CC=C2)O[C@@H]([C@H]1O)CO)NC(CCCCCCCCCCCCC)=O (2-Benzyloxycarbonyl-1(benzyloxycarbonylmethyl)ethyl 3-O-(8-Benzoylaminooctanoyl)-2-deoxy-2-tetradecanoylamino-α-D-glucopyranoside). Reaction SMILES: [C:1]([NH:16][C@@H:17]1[C@@H:46]([OH:47])[C@H:45]([OH:48])[C@@H:44]([CH2:49][OH:50])[O:43][C@@H:18]1[O:19][CH:20]([CH2:32][C:33]([O:35][CH2:36][C:37]1[CH:42]=[CH:41][CH:40]=[CH:39][CH:38]=1)=[O:34])[CH2:21][C:22]([O:24][CH2:25][C:26]1[CH:31]=[CH:30][CH:29]=[CH:28][CH:27]=1)=[O:23])(=[O:15])[CH2:2][CH2:3][CH2:4][CH2:5][CH2:6][CH2:7][CH2:8][CH2:9][CH2:10][CH2:11][CH2:12][CH2:13][CH3:14].[C:51]([NH:59][CH2:60][CH2:61][CH2:62][CH2:63][CH2:64][CH2:65][CH2:66][C:67](O)=[O:68])(=[O:58])[C:52]1[CH:57]=[CH:56][CH:55]=[CH:54][CH:53]=1>>[C:51]([NH:59][CH2:60][CH2:61][CH2:62][CH2:63][CH2:64][CH2:65][CH2:66][C:67]([O:47][C@H:46]1[C@H:45]([OH:48])[C@@H:44]([CH2:49][OH:50])[O:43][C@H:18]([O:19][CH:20]([CH2:21][C:22]([O:24][CH2:25][C:26]2[CH:27]=[CH:28][CH:29]=[CH:30][CH:31]=2)=[O:23])[CH2:32][C:33]([O:35][CH2:36][C:37]2[CH:38]=[CH:39][CH:40]=[CH:41][CH:42]=2)=[O:34])[C@@H:17]1[NH:16][C:1](=[O:15])[CH2:2][CH2:3][CH2:4][CH2:5][CH2:6][CH2:7][CH2:8][CH2:9][CH2:10][CH2:11][CH2:12][CH2:13][CH3:14])=[O:68])(=[O:58])[C:52]1[CH:57]=[CH:56][CH:55]=[CH:54][CH:53]=1. Procedure details: In the same manner as in Example 8, Step 4, 2-benzyloxycarbonyl-1-(benzyloxycarbonylmethyl)ethyl 2-deoxy-2-tetradecanoylamino-α-D-glucopyranoside was once protected with an isopropylidene group and then reacted with 8-benzoylaminooctanoic acid, followed by removal of the isopropylidene group to obtain the titled compound as a colorless oily substance. Reactants: ClCCl, NN1CCCCC1, CC(Oc1ccc(Oc2ncc(Cl)cc2Cl)cc1)C(=O)NOCC(=O)O. Product: CC(Oc1ccc(Oc2ncc(Cl)cc2Cl)cc1)C(=O)NOCC(=O)NN1CCCCC1. RXN SMILES: [Cl:34][CH2:35][Cl:36].[NH2:27][N:28]1[CH2:29][CH2:30][CH2:31][CH2:32][CH2:33]1.[OH:1][C:2](=[O:3])[CH2:4][O:5][NH:6][C:7]([CH:8]([CH3:9])[O:10][c:11]1[cH:12][cH:13][c:14]([O:17][c:18]2[n:19][cH:20][c:21]([Cl:25])[cH:22][c:23]2[Cl:24])[cH:15][cH:16]1)=[O:26]>>[C:2](=[O:3])([CH2:4][O:5][NH:6][C:7]([CH:8]([CH3:9])[O:10][c:11]1[cH:12][cH:13][c:14]([O:17][c:18]2[n:19][cH:20][c:21]([Cl:25])[cH:22][c:23]2[Cl:24])[cH:15][cH:16]1)=[O:26])[NH:27][N:28]1[CH2:29][CH2:30][CH2:31][CH2:32][CH2:33]1. The yield is 88.0%. The product is C(C)(C)(C)OC(=O)N1CCC2(CCN(C2=O)C2=C(C=C(C=C2)C2CCC(CC2)N2[C@H](CCC2)C)F)CC1 (2-{2-Fluoro-4-[4-((S)-2-methyl-pyrrolidin-1-yl)-cyclohexyl]-phenyl}-1-oxo-2,8-diaza-spiro[4.5]decane-8-carboxylic acid tert-butyl ester), compound. Reported procedure: The title compound was synthesized in the same manner as Example 13 by condensing 2-[2-fluoro-4-(4-methanesulfonyloxy-cyclohexyl)-phenyl]-1-oxo-2,8-diaza-spiro[4.5]decane-8-carboxylic acid tert-butyl ester (Intermediate 28) (150 mg, 0.3 mmol, 1 equiv.) with (S)-2-methyl-pyrrolidine (101.2 mg, 1.19 mmol) to obtain 67 mg (88% yield) of the compound. Reactants: C(C)(C)(C)OC(=O)N1CCC2(CCN(C2=O)C2=C(C=C(C=C2)C2CCC(CC2)OS(=O)(=O)C)F)CC1 (2-[2-Fluoro-4-(4-methanesulfonyloxy-cyclohexyl)-phenyl]-1-oxo-2,8-diaza-spiro[4.5]decane-8-carboxylic acid tert-butyl ester), C(C)(C)(C)OC(=O)N1CCC2(CCN(C2=O)C2=C(C=C(C=C2)C2CCC(CC2)OS(=O)(=O)C)F)CC1 (2-[2-Fluoro-4-(4-methanesulfonyloxy-cyclohexyl)-phenyl]-1-oxo-2,8-diaza-spiro[4.5]decane-8-carboxylic acid tert-butyl ester), C[C@@H]1NCCC1 ((S)-2-methyl-pyrrolidine). Reaction SMILES: [C:1]([O:5][C:6]([N:8]1[CH2:36][CH2:35][C:11]2([C:15](=[O:16])[N:14]([C:17]3[CH:22]=[CH:21][C:20]([CH:23]4[CH2:28][CH2:27][CH:26](OS(C)(=O)=O)[CH2:25][CH2:24]4)=[CH:19][C:18]=3[F:34])[CH2:13][CH2:12]2)[CH2:10][CH2:9]1)=[O:7])([CH3:4])([CH3:3])[CH3:2].[CH3:37][C@H:38]1[CH2:42][CH2:41][CH2:40][NH:39]1>>[C:1]([O:5][C:6]([N:8]1[CH2:9][CH2:10][C:11]2([C:15](=[O:16])[N:14]([C:17]3[CH:22]=[CH:21][C:20]([CH:23]4[CH2:28][CH2:27][CH:26]([N:39]5[CH2:40][CH2:41][CH2:42][C@@H:38]5[CH3:37])[CH2:25][CH2:24]4)=[CH:19][C:18]=3[F:34])[CH2:13][CH2:12]2)[CH2:35][CH2:36]1)=[O:7])([CH3:4])([CH3:2])[CH3:3].